This data is from the Open Reaction Database (ORD), a public repository of structured organic reaction records. The task is: describe an organic reaction: reactants, conditions, products, and yield The reactants are Nc1cc(Br)cc(C(F)(F)F)c1, CC(=O)O, CC(=O)OC(C)=O, O. The product is CC(=O)Nc1cc(Br)cc(C(F)(F)F)c1. As a reaction SMILES: [Br:1][c:2]1[cH:3][c:4]([NH2:12])[cH:5][c:6]([C:8]([F:9])([F:10])[F:11])[cH:7]1.[C:21]([OH:22])(=[O:23])[CH3:24].[CH3:13][C:14](=[O:15])[O:16][C:17]([CH3:18])=[O:19].[OH2:20]>>[Br:1][c:2]1[cH:3][c:4]([NH:12][C:14]([CH3:13])=[O:15])[cH:5][c:6]([C:8]([F:9])([F:10])[F:11])[cH:7]1. Reactants: CC1=CC=C(C=C1)S(=O)(=O)OC[C@H]1COC=2C(=C3C=CC(=NC3=CC2)C)O1 ((2R)-8-Methyl-2,3-dihydro[1,4]dioxino[2,3-f]quinolin-2-ylmethyl 4-methylbenzenesulfonate), ClC1=CC=C2C(=CNC2=C1)C=1CCNCC1 (6-chloro-3-(1,2,3,6-tetrahydro-4-pyridinyl)-1H-indole). Run in CS(=O)C (DMSO). Conditions: temperature 75 celsius. Yields the product ClC1=CC=C2C(=CNC2=C1)CC1CCN(CC1)CC1COC=2C(=C3C=CC(=NC3=CC2)C)O1 (2-({4-[(6-Chloro-1H-indol-3-yl)methyl]piperidin-1-yl}methyl)-8-methyl-2,3-dihydro[1,4]dioxino[2,3-f]quinoline). RXN SMILES: CC1C=CC(S(O[CH2:12][C@@H:13]2[O:27][C:17]3=[C:18]4[C:23](=[CH:24][CH:25]=[C:16]3[O:15][CH2:14]2)[N:22]=[C:21]([CH3:26])[CH:20]=[CH:19]4)(=O)=O)=CC=1.[Cl:28][C:29]1[CH:37]=[C:36]2[C:32]([C:33]([C:38]3[CH2:39][CH2:40]NCC=3)=[CH:34][NH:35]2)=[CH:31][CH:30]=1>CS(C)=O>[Cl:28][C:29]1[CH:37]=[C:36]2[C:32]([C:33]([CH2:38][CH:39]3[CH2:40][CH2:23][N:22]([CH2:12][CH:13]4[O:27][C:17]5=[C:18]6[C:23](=[CH:24][CH:25]=[C:16]5[O:15][CH2:14]4)[N:22]=[C:21]([CH3:26])[CH:20]=[CH:19]6)[CH2:21][CH2:20]3)=[CH:34][NH:35]2)=[CH:31][CH:30]=1. Procedure details: (2R)-8-Methyl-2,3-dihydro[1,4]dioxino[2,3-f]quinolin-2-ylmethyl 4-methylbenzenesulfonate (0.55 g, 1.4 mmole) and 6-chloro-3-(1,2,3,6-tetrahydro-4-pyridinyl)-1H-indole (0.80 g, 3.4 mmole) were combined in 10 mL of DMSO. The mixture was heated at 70-80 ° C. under nitrogen for 6 hours. After cooling to room temperature, the mixture was partitioned between 400 mL each of ethyl acetate and saturated aqueous sodium bicarbonate. The organic phase was removed, washed with 400 mL portions of water and sa... Reactants: CI, CN(C)C=O, CCOC(C)=O, C[Si](C)(C)CCOCn1ncc2[nH]c(=O)c(Oc3ccc(F)cc3F)cc21, [H-], [Na+], O. The product is Cn1c(=O)c(Oc2ccc(F)cc2F)cc2c1cnn2COCC[Si](C)(C)C. As a reaction SMILES: [CH3:30][I:31].[CH3:32][N:33]([CH3:34])[CH:35]=[O:36].[CH3:37][CH2:38][O:39][C:40](=[O:41])[CH3:42].[F:1][c:2]1[c:3]([O:4][c:5]2[cH:6][c:7]3[c:8]([nH:9][c:10]2=[O:11])[cH:12][n:13][n:14]3[CH2:15][O:16][CH2:17][CH2:18][Si:19]([CH3:20])([CH3:21])[CH3:22])[cH:23][cH:24][c:25]([F:27])[cH:26]1.[H-:28].[Na+:29].[OH2:43]>>[F:1][c:2]1[c:3]([O:4][c:5]2[cH:6][c:7]3[c:8]([n:9]([CH3:30])[c:10]2=[O:11])[cH:12][n:13][n:14]3[CH2:15][O:16][CH2:17][CH2:18][Si:19]([CH3:20])([CH3:21])[CH3:22])[cH:23][cH:24][c:25]([F:27])[cH:26]1.